Dataset: the Open Reaction Database (ORD), a public repository of structured organic reaction records. Task: describe an organic reaction: reactants, conditions, products, and yield The reactants are C(CCC)[Li] (butyllithium), C(C1=CC=CC=C1)N1CCC(CC1)=O (1-benzyl-4-piperidone), C(C)OCC (diethylether), C(C)OCC (diethylether), BrC1=C(C=C(C=C1)F)OC (2-bromo-5-fluoroanisole), C(C)OCC (diethylether). Reaction conditions: temperature -50 celsius, time 30 minute. Product: C(C1=CC=CC=C1)N1CCC(CC1)(O)C1=C(C=CC(=C1)F)OC (1-benzyl-4-(5-fluoro-2-methoxy-phenyl)-4-hydroxypiperidine). The yield is 68.0%. Reaction SMILES: C([Li])CCC.BrC1C=[CH:11][C:10]([F:13])=[CH:9][C:8]=1OC.[CH2:16]([N:23]1[CH2:28][CH2:27][C:26](=[O:29])[CH2:25][CH2:24]1)[C:17]1[CH:22]=[CH:21][CH:20]=[CH:19][CH:18]=1.[CH2:30]([O:32][CH2:33][CH3:34])C>>[CH2:16]([N:23]1[CH2:28][CH2:27][C:26]([C:8]2[CH:9]=[C:10]([F:13])[CH:11]=[CH:34][C:33]=2[O:32][CH3:30])([OH:29])[CH2:25][CH2:24]1)[C:17]1[CH:18]=[CH:19][CH:20]=[CH:21][CH:22]=1. Reported procedure: To a solution of 9.8 mL (24 mmole) butyllithium (2.5 M solution in hexane) in diethylether (20 mL) under N. at −78° C. was slowly added 2-bromo-5-fluoroanisole (5.0 g, 24 mmole) in diethylether (5 mL). The mixture was allowed to warm up to −50° C. At this point, 1-benzyl-4-piperidone (4.62 g, 24.4 mmole) in diethylether (3 mL) was added. The resulting mixture was allowed to stirred at −50° C. for 30 minutes, and then warmed to room temperature. The reaction was quenched by dropwise addition of s...